This data is from the Open Reaction Database (ORD), a public repository of structured organic reaction records. The task is: describe an organic reaction: reactants, conditions, products, and yield Reactants: C(C)OC(COC1=C(C=O)C=CC=C1OC)OCC (2-(2,2-diethoxyethoxy)-3-methoxybenzaldehyde). Solvent: C(C)(=O)O (acetic acid). The product is COC1=CC=CC=2C=C(OC21)C=O (7-methoxybenzofuran-2-carbaldehyde). The yield is 34.2%. Reaction SMILES: C([O:3][CH:4](OCC)[CH2:5][O:6][C:7]1[C:14]([O:15][CH3:16])=[CH:13][CH:12]=[CH:11][C:8]=1[CH:9]=O)C>C(O)(=O)C>[CH3:16][O:15][C:14]1[C:7]2[O:6][C:5]([CH:4]=[O:3])=[CH:9][C:8]=2[CH:11]=[CH:12][CH:13]=1. Reported procedure: A stirred solution of 28 (2.0 g, 7.46 mmol) in acetic acid (10 mL) was refluxed for 24 h. After cooling, the solution was evaporated to dryness. The crude product was adsorbed on silica gel and purified by flash chromatography, eluting with hexane/EtOAc (4:1) to give 29 (450 mg, 34%) as a white solid. 1H NMR (500 MHz, CDCl3): δ: 9.89 (1H, s, CHO), 7.55 (1H, s, ArH), 7.30 (1H, d, J=6.95 Hz, ArH), 7.24 (1H, t, J=7.85, ArH), 6.97 (1H, d, J=6.90 Hz), 4.02 (3H, s, OCH3). Starting materials: C(CCC)(=O)C1C(CC(C(C1=O)C(=O)OC)CCS(=O)(=O)C)=O (2-butyryl-5-(2-methylsulfonylethyl)-4-methoxycarbonyl-cyclohexane-1,3-dione), C(C=C)ON (allyloxyamine). Run in C(C)O (ethanol). The product is white crystal, C(C=C)ONC(CCC)=C1C(CC(C(C1=O)C(=O)OC)CCS(=O)(=O)C)=O (2-(1-allyloxyaminobutylidene)-5-(2-methylsulfonylethyl)-4-methoxycarbonylcyclohexane-1,3-dione). Reaction SMILES: [C:1]([CH:6]1[C:11](=[O:12])[CH:10]([C:13]([O:15][CH3:16])=[O:14])[CH:9]([CH2:17][CH2:18][S:19]([CH3:22])(=[O:21])=[O:20])[CH2:8][C:7]1=[O:23])(=O)[CH2:2][CH2:3][CH3:4].[CH2:24]([O:27][NH2:28])[CH:25]=[CH2:26]>C(O)C>[CH2:24]([O:27][NH:28][C:1](=[C:6]1[C:11](=[O:12])[CH:10]([C:13]([O:15][CH3:16])=[O:14])[CH:9]([CH2:17][CH2:18][S:19]([CH3:22])(=[O:21])=[O:20])[CH2:8][C:7]1=[O:23])[CH2:2][CH2:3][CH3:4])[CH:25]=[CH2:26]. Procedure: 3.5 g of 2-butyryl-5-(2-methylsulfonylethyl)-4-methoxycarbonyl-cyclohexane-1,3-dione was allowed to react with 0.9 g of allyloxyamine at room temperature for 5 hours in 20 ml of ethanol. After completion of the reaction, the resulting reaction solution was treated as in Example 1 to obtain 3.1 g of white crystal of the desired compound. m.p. 96.5° C. Starting materials: FC1=C(C#N)C=C(C=C1)C(F)(F)F (2-fluoro-5-trifluoromethylbenzonitrile), C1C(C)OC2(CCNCC2)O1 (4-piperidone propylene ketal). Solvent: C1CCOC1 (THF), CCOCC (ether), C([O-])([O-])=O.[Na+].[Na+] (sodium carbonate). Yields the product C1C(C)OC2(CCN(CC2)C2=C(C=C(C=C2)C(F)(F)F)C#N)O1 (N-(2-Cyano-4-trifluoromethylphenyl)-4-piperidone propylene ketal). Reaction SMILES: F[C:2]1[CH:9]=[CH:8][C:7]([C:10]([F:13])([F:12])[F:11])=[CH:6][C:3]=1[C:4]#[N:5].[CH2:14]1[O:24][C:18]2([CH2:23][CH2:22][NH:21][CH2:20][CH2:19]2)[O:17][CH:15]1[CH3:16]>C1COCC1.CCOCC.C(=O)([O-])[O-].[Na+].[Na+]>[CH2:14]1[O:24][C:18]2([CH2:23][CH2:22][N:21]([C:2]3[CH:9]=[CH:8][C:7]([C:10]([F:13])([F:12])[F:11])=[CH:6][C:3]=3[C:4]#[N:5])[CH2:20][CH2:19]2)[O:17][CH:15]1[CH3:16] |f:4.5.6|. Procedure: A solution of 2-fluoro-5-trifluoromethylbenzonitrile (2.01 g, 10.61 mmol) and 4-piperidone propylene ketal (1.71 g, 10.9 mmol) in THF (10 mL) was stirred at room temperature (1 h). The resulting mixture was diluted with ether and sodium carbonate solution. The aqueous layer was extracted with two portions of ether and the combined organic extracts were washed with brine, dried over Na2SO4, and concentrated under reduced pressure to afford the title compound (24). Reactants: c1ccc(CSC2=NCCN2)cc1, C1CN2CCN1CC2, CC(C)C1CC(=O)CC(=O)C1, ClCCl. The product is CC(C)C1CC(=O)C(=C2NCCN2)C(=O)C1. Reaction SMILES: [CH2:1]([S:2][C:9]1=[N:13][CH2:12][CH2:11][NH:10]1)[c:3]1[cH:4][cH:5][cH:6][cH:7][cH:8]1.[CH2:25]1[N:26]2[CH2:27][CH2:28][N:29]([CH2:30][CH2:31]2)[CH2:32]1.[CH3:14][CH:15]([CH3:16])[CH:17]1[CH2:18][C:19](=[O:24])[CH2:20][C:21](=[O:23])[CH2:22]1.[Cl:33][CH2:34][Cl:35]>>[C:9]1(=[C:20]2[C:19](=[O:24])[CH2:18][CH:17]([CH:15]([CH3:14])[CH3:16])[CH2:22][C:21]2=[O:23])[NH:10][CH2:11][CH2:12][NH:13]1. Starting materials: Cc1ccc(C)c(Cl)c1, O, O=[N+]([O-])O. The product is Cc1ccc(C(=O)O)c(Cl)c1. RXN SMILES: [Cl:1][c:2]1[c:3]([CH3:9])[cH:4][cH:5][c:6]([CH3:8])[cH:7]1.[OH2:10].[OH:11][N+:12](=[O:13])[O-:14]>>[Cl:1][c:2]1[c:3]([C:9](=[O:10])[OH:11])[cH:4][cH:5][c:6]([CH3:8])[cH:7]1.